Dataset: the Open Reaction Database (ORD), a public repository of structured organic reaction records. Task: describe an organic reaction: reactants, conditions, products, and yield Starting materials: C1(=CC=CC=C1)S(=O)(=O)CC1=CC=C(C(=C1C(=O)OCC)OC)Br (ethyl 6-(benzenesulphonylmethyl)-3-bromo-2-methoxybenzoate), BrC=1C(=C(C(=O)OCC)C=CC1CSC1=C(C=CC=C1)C)OC (ethyl 3-bromo-2-methoxy-(2-methylphenylthiomethyl)benzoate), BrC=1C(=C(C(=O)OCC)C=CC1CSC1=C(C=CC=C1)C)OC (ethyl 3-bromo-2-methoxy-(2-methylphenylthiomethyl)benzoate). Yields the product BrC=1C(=C(C(=O)OCC)C(=CC1)CS(=O)(=O)C1=C(C=CC=C1)C)OC (Ethyl 3-bromo-2-methoxy-6-(2-methylbenzenesulphonylmethyl)benzoate). As a reaction SMILES: [C:1]1([S:7]([CH2:10][C:11]2[C:16]([C:17]([O:19][CH2:20][CH3:21])=[O:18])=[C:15]([O:22][CH3:23])[C:14]([Br:24])=[CH:13][CH:12]=2)(=[O:9])=[O:8])[CH:6]=[CH:5][CH:4]=[CH:3][CH:2]=1.Br[C:26]1C(OC)=C(C=CC=1CSC1C=CC=CC=1C)C(OCC)=O>>[Br:24][C:14]1[C:15]([O:22][CH3:23])=[C:16]([C:11]([CH2:10][S:7]([C:1]2[CH:2]=[CH:3][CH:4]=[CH:5][C:6]=2[CH3:26])(=[O:9])=[O:8])=[CH:12][CH:13]=1)[C:17]([O:19][CH2:20][CH3:21])=[O:18]. Procedure: Prepared by proceeding in a similar manner to Intermediate 61, starting from ethyl 3-bromo-2-methoxy-(2-methylphenylthiomethyl)benzoate (Intermediate 77). The reactants are Nc1ccc(F)c(Br)c1, COC(C)O, CCOC(C)=O, COc1cc2ncc(C#N)c(Cl)c2cc1[N+](=O)[O-]. Product: COc1cc2ncc(C#N)c(Nc3ccc(F)c(Br)c3)c2cc1[N+](=O)[O-]. RXN SMILES: [Br:19][c:20]1[cH:21][c:22]([NH2:23])[cH:24][cH:25][c:26]1[F:27].[CH3:28][O:29][CH:30]([OH:31])[CH3:32].[CH3:33][CH2:34][O:35][C:36](=[O:37])[CH3:38].[Cl:1][c:2]1[c:3]([C:17]#[N:18])[cH:4][n:5][c:6]2[cH:7][c:8]([O:15][CH3:16])[c:9]([N+:12](=[O:13])[O-:14])[cH:10][c:11]12>>[c:2]1([NH:23][c:22]2[cH:21][c:20]([Br:19])[c:26]([F:27])[cH:25][cH:24]2)[c:3]([C:17]#[N:18])[cH:4][n:5][c:6]2[cH:7][c:8]([O:15][CH3:16])[c:9]([N+:12](=[O:13])[O-:14])[cH:10][c:11]12.